This data is from the Open Reaction Database (ORD), a public repository of structured organic reaction records. The task is: describe an organic reaction: reactants, conditions, products, and yield The reactants are COC(=O)C1CC(Oc2ccc(F)cc2F)CN1C(=O)OC(C)(C)C, C1CCOC1, Cl, [Na+], [OH-]. The product is CC(C)(C)OC(=O)N1CC(Oc2ccc(F)cc2F)CC1C(=O)O. Reaction SMILES: [C:1]([CH3:2])([CH3:3])([CH3:4])[O:5][C:6](=[O:7])[N:8]1[CH:9]([C:22](=[O:23])[O:24][CH3:25])[CH2:10][CH:11]([O:13][c:14]2[c:15]([F:21])[cH:16][c:17]([F:20])[cH:18][cH:19]2)[CH2:12]1.[CH2:29]1[O:30][CH2:31][CH2:32][CH2:33]1.[ClH:28].[Na+:27].[OH-:26]>>[C:1]([CH3:2])([CH3:3])([CH3:4])[O:5][C:6](=[O:7])[N:8]1[CH:9]([C:22](=[O:23])[OH:24])[CH2:10][CH:11]([O:13][c:14]2[c:15]([F:21])[cH:16][c:17]([F:20])[cH:18][cH:19]2)[CH2:12]1. The reactants are CC(C)CCCC(C)CCCC(C)CCCCC(C)CCCC(C)CCCC(C)C (squalane). Solvent: O (water), O (water), O (water). The product is CCCCCCCCCCCCCCCC (hexadecane). Reaction SMILES: [CH3:1][CH:2]([CH2:4][CH2:5][CH2:6][CH:7]([CH2:9][CH2:10][CH2:11][CH:12]([CH2:14][CH2:15][CH2:16][CH2:17][CH:18](CCCC(CCCC(C)C)C)[CH3:19])C)C)C>O>[CH3:19][CH2:18][CH2:17][CH2:16][CH2:15][CH2:14][CH2:12][CH2:11][CH2:10][CH2:9][CH2:7][CH2:6][CH2:5][CH2:4][CH2:2][CH3:1]. Procedure: The formulations of SLP in an emulsion of squalane in water, soybean oil in water and hexadecane in water were prepared according to the method described in Example 1. Reactants: N12CCN(CC1)CC2 (DABCO), NC1=NC(=CC(=N1)Cl)C=1OC=CC1 (2-amino-4-chloro-6-(2-furyl)pyrimidine), [Na] (sodium), N12CCN(CC1)CC2 (1,4-diazabicyclo[2.2.2]octane), ice, O (water). Run in CS(=O)C (DMSO), CS(=O)C (DMSO). Reaction conditions: time 4 day. Yields the product NC1=NC(=CC(=N1)C#N)C=1OC=CC1 (2-Amino-6-(2-furyl)pyrimidine-4-carbonitrile). Yield: 762.7%. As a reaction SMILES: [NH2:1][C:2]1[N:7]=[C:6](Cl)[CH:5]=[C:4]([C:9]2[O:10][CH:11]=[CH:12][CH:13]=2)[N:3]=1.[Na].[N:15]12CCN(CC1)C[CH2:16]2.O>CS(C)=O>[NH2:1][C:2]1[N:7]=[C:6]([C:16]#[N:15])[CH:5]=[C:4]([C:9]2[O:10][CH:11]=[CH:12][CH:13]=2)[N:3]=1 |^1:13|. Reported procedure: A solution of 2-amino-4-chloro-6-(2-furyl)pyrimidine (9.78 g, 50.0 mmol) in DMSO (200 mL) was treated with sodium cyamide (14.7 g, 300 mmol) and 1,4-diazabicyclo[2.2.2]octane (DABCO) (0.56 g, 5.0 mmol). The suspension was stirred for 4 days, and more DABCO (5.04 g, 45 mmol) and DMSO (100 mL) were added. The suspension was stirred for a further 2 days, poured onto a mixture of ice (750 g) and water (750 mL), the crude product was filtered off, washed with water and MeCN, and dried in air to give ... Yields the product CC1(C)OCC(CN(c2ccccc2)S(=O)(=O)c2ccc(Cl)nc2)O1. Starting materials: COC(C)(C)OC, CCOC(C)=O, O=S(=O)(c1ccc(Cl)nc1)N(CC(O)CO)c1ccccc1, CN(C)C=O. RXN SMILES: [CH3:23][O:24][C:25]([CH3:26])([CH3:27])[O:28][CH3:29].[CH3:35][CH2:36][O:37][C:38]([CH3:39])=[O:40].[Cl:1][c:2]1[cH:3][cH:4][c:5]([S:8](=[O:9])(=[O:10])[N:11]([c:12]2[cH:13][cH:14][cH:15][cH:16][cH:17]2)[CH2:18][CH:19]([CH2:20][OH:21])[OH:22])[cH:6][n:7]1.[O:30]=[CH:31][N:32]([CH3:33])[CH3:34]>>[Cl:1][c:2]1[cH:3][cH:4][c:5]([S:8](=[O:9])(=[O:10])[N:11]([c:12]2[cH:13][cH:14][cH:15][cH:16][cH:17]2)[CH2:18][CH:19]2[CH2:20][O:21][C:25]([CH3:26])([CH3:27])[O:22]2)[cH:6][n:7]1. The reactants are C(C1=CC=CC=C1)(=O)C=1C=C2CC(NC2=CC1)=O (5-benzoyl oxindole), BrC=1C=C(C=O)C=C(C1O)OCC (3-bromo-5-ethoxy4-hydroxy-benzaldehyde). The product is C(C1=CC=CC=C1)(=O)C=1C=C2C(C(NC2=CC1)=O)=CC1=CC(=C(C(=C1)OCC)O)Br (5-Benzoyl-3-(3-bromo-5-ethoxy4-hydroxy-benzylidene)-1,3-dihydro-indol-2-one). Reaction SMILES: [C:1]([C:9]1[CH:10]=[C:11]2[C:15](=[CH:16][CH:17]=1)[NH:14][C:13](=[O:18])[CH2:12]2)(=[O:8])[C:2]1[CH:7]=[CH:6][CH:5]=[CH:4][CH:3]=1.[Br:19][C:20]1[CH:21]=[C:22]([CH:25]=[C:26]([O:29][CH2:30][CH3:31])[C:27]=1[OH:28])[CH:23]=O>>[C:1]([C:9]1[CH:10]=[C:11]2[C:15](=[CH:16][CH:17]=1)[NH:14][C:13](=[O:18])[C:12]2=[CH:23][C:22]1[CH:25]=[C:26]([O:29][CH2:30][CH3:31])[C:27]([OH:28])=[C:20]([Br:19])[CH:21]=1)(=[O:8])[C:2]1[CH:3]=[CH:4][CH:5]=[CH:6][CH:7]=1. Procedure details: The title compound was synthesized in an identical manner to example 2 except 5-benzoyl oxindole was used in place of 5-(2-methyl-thiazol4-yl)-1,3-dihydro-indol-2-one hydrochloride and 3-bromo-5-ethoxy4-hydroxy-benzaldehyde was used in place of 3,5-dibromo-4-hydroxy-benzaldehyde. 1H NMR (DMSO-d6) δ1.38 (t, J=7 Hz, 3H), 4.14 (q, J=7 Hz, 2H), 6.94 (d, J=8.2 Hz, 1H), 7.50-7.68 (m, 4H), 7.69-7.72 (m, 2H), 7.90 (s, 1H), 8.14 (s, 1H), 8.34 (d, J=1.7 Hz, 1H), 8.48 (d, J=1.7 Hz, 1H), 10.15 (s, 1H), 11.0... Procedure: Dess-Martin periodinane (0.35 g) was added to a stirred solution of (9-((4-(2-hydroxyethyl)thiophen-2-yl)methyl)-1-oxa-4,9-diazaspiro[5.5]undecan-4-yl)(5-methylthiophen-2-yl)methanone (example 27, step d) (0.19 g) and trifluoroacetic acid (0.052 mL) in DCM (5 mL). After 1 h, ethyl acetate (30 mL) was added followed by a mixture of saturated sodium thiosulphate solution (5 mL) and saturated sodium bicarbonate solution (5 mL). The reaction mixture was shaken well and separated. The ethyl acetate s... Reaction conditions: time 1 hour. The solvent is C(Cl)Cl (DCM), C(C)(=O)OCC (ethyl acetate). The product is CC1=CC=C(S1)C(=O)N1CCOC2(C1)CCN(CC2)CC2=CC(=CS2)CC=O (2-(5-((4-(5-Methylthiophene-2-carbonyl)-1-oxa-4,9-diazaspiro[5.5]undecan-9-yl)methyl)thiophen-3-yl)acetaldehyde). Reaction SMILES: CC(OI1(OC(C)=O)(OC(C)=O)OC(=O)C2C=CC=CC1=2)=O.[OH:23][CH2:24][CH2:25][C:26]1[CH:27]=[C:28]([CH2:31][N:32]2[CH2:50][CH2:49][C:35]3([O:40][CH2:39][CH2:38][N:37]([C:41]([C:43]4[S:44][C:45]([CH3:48])=[CH:46][CH:47]=4)=[O:42])[CH2:36]3)[CH2:34][CH2:33]2)[S:29][CH:30]=1.FC(F)(F)C(O)=O.S([O-])([O-])(=O)=S.[Na+].[Na+].C(=O)(O)[O-].[Na+]>C(Cl)Cl.C(OCC)(=O)C>[CH3:48][C:45]1[S:44][C:43]([C:41]([N:37]2[CH2:36][C:35]3([CH2:49][CH2:50][N:32]([CH2:31][C:28]4[S:29][CH:30]=[C:26]([CH2:25][CH:24]=[O:23])[CH:27]=4)[CH2:33][CH2:34]3)[O:40][CH2:39][CH2:38]2)=[O:42])=[CH:47][CH:46]=1 |f:3.4.5,6.7|. The reactants are CC(=O)OI1(C=2C=CC=CC2C(=O)O1)(OC(=O)C)OC(=O)C (Dess-Martin periodinane), OCCC=1C=C(SC1)CN1CCC2(CN(CCO2)C(=O)C=2SC(=CC2)C)CC1 ((9-((4-(2-hydroxyethyl)thiophen-2-yl)methyl)-1-oxa-4,9-diazaspiro[5.5]undecan-4-yl)(5-methylthiophen-2-yl)methanone), FC(C(=O)O)(F)F (trifluoroacetic acid), S(=S)(=O)([O-])[O-].[Na+].[Na+] (sodium thiosulphate), C([O-])(O)=O.[Na+] (sodium bicarbonate).